Dataset: the Open Reaction Database (ORD), a public repository of structured organic reaction records. Task: describe an organic reaction: reactants, conditions, products, and yield Reactants: C(C1=CC=CC=C1)OC1=C(NC=C(C1=O)C(C(F)(F)F)OC)C (3-benzyloxy-2-methyl-5-(2,2,2-trifluoro-1-methoxy-ethyl)-1H-pyridin-4-one). The reagents and catalysts are [Pd] (Pd/C). The solvent is CO (methanol), CO (methanol). Reaction conditions: time 55 minute. The product is OC1=C(NC=C(C1=O)C(C(F)(F)F)OC)C (3-hydroxy-2-methyl-5-(2,2,2-trifluoro-1-methoxy-ethyl)-1H-pyridin-4-one). The yield is 61.0%. Reaction SMILES: C([O:8][C:9]1[C:14](=[O:15])[C:13]([CH:16]([O:21][CH3:22])[C:17]([F:20])([F:19])[F:18])=[CH:12][NH:11][C:10]=1[CH3:23])C1C=CC=CC=1>CO.[Pd]>[OH:8][C:9]1[C:14](=[O:15])[C:13]([CH:16]([O:21][CH3:22])[C:17]([F:18])([F:19])[F:20])=[CH:12][NH:11][C:10]=1[CH3:23]. Procedure: A clear solution of 3-benzyloxy-2-methyl-5-(2,2,2-trifluoro-1-methoxy-ethyl)-1H-pyridin-4-one (609 mg, 1.86 mmol) in methanol (32 mL) was debenzylated using Pd/C (10 wt. %, dry basis, on activated carbon, wet, Degussa type E101 NE/W, 154 mg) as catalyst under a hydrogen atmosphere at 50 psi of pressure. The reaction was completed in 55 min. The mixture was diluted with methanol (50 mL), sonicated for 10 min. A CELITE™ bed was prepared on a sintered glass, and washed with 6M HCl (100 mL), followe... Reactants: ClCC(=O)NCC1=C(C(=C2CCCC2=C1)S(=O)(=O)Cl)O (6-(N-chloroacetylaminomethyl)-5-hydroxy-4-chlorosulfonylindane), N (ammonia). Run in CC(=O)C (acetone), O (water). Reaction conditions: time 30 minute. Product: ClCC(=O)NCC1=C(C(=C2CCCC2=C1)S(N)(=O)=O)O (6-(N-Chloroacetylaminomethyl)-5-hydroxy-4-sulfamoylindane). Reaction SMILES: [Cl:1][CH2:2][C:3]([NH:5][CH2:6][C:7]1[CH:15]=[C:14]2[C:10]([CH2:11][CH2:12][CH2:13]2)=[C:9]([S:16](Cl)(=[O:18])=[O:17])[C:8]=1[OH:20])=[O:4].[NH3:21]>CC(C)=O.O>[Cl:1][CH2:2][C:3]([NH:5][CH2:6][C:7]1[CH:15]=[C:14]2[C:10]([CH2:11][CH2:12][CH2:13]2)=[C:9]([S:16](=[O:18])(=[O:17])[NH2:21])[C:8]=1[OH:20])=[O:4]. Reported procedure: 33.8 g (0.1 mole) of 6-(N-chloroacetylaminomethyl)-5-hydroxy-4-chlorosulfonylindane are dissolved in a little acetone, and the solution is added dropwise to 50 ml of concentrated ammonia solution. The mixture is stirred for 30 minutes at room temperature and is diluted with water. The precipitate which is deposited is filtered off with suction and dissolved in acetone, and the solution is filtered and stirred into water again.